This data is from the Open Reaction Database (ORD), a public repository of structured organic reaction records. The task is: describe an organic reaction: reactants, conditions, products, and yield The reactants are ClC=1C=C(C=CC1[N+](=O)[O-])O (3-chloro-4-nitrophenol), ClC=1C=C(C=CC1C(=O)Cl)OC(=O)C1=CC=C(C=C1)C1=CC=C(C=C1)[C@@H]1CC[C@H](CC1)CCCCC (4'-(trans-4-pentylcyclohexyl)-4-biphenylcarboxylic acid 3-chloro-4-(chlorocarbonyl)phenyl ester), ice water, Cl (hydrochloric acid). Solvent: N1=CC=CC=C1 (pyridine), C1=CC=CC=C1 (benzene). Reaction conditions: temperature 65 celsius, time 8 hour. The product is ClC=1C=C(C=CC1C(=O)OC1=CC(=C(C=C1)[N+](=O)[O-])Cl)OC(=O)C1=CC=C(C=C1)C1=CC=C(C=C1)[C@@H]1CC[C@H](CC1)CCCCC (4'-(trans-4-pentylcyclohexyl)-4-biphenylcarboxylic acid 3-chloro-4-[(3-chloro-4-nitrophenoxy)carbonyl]phenyl ester). Reaction SMILES: [Cl:1][C:2]1[CH:3]=[C:4]([O:11][C:12]([C:14]2[CH:19]=[CH:18][C:17]([C:20]3[CH:25]=[CH:24][C:23]([C@H:26]4[CH2:31][CH2:30][C@H:29]([CH2:32][CH2:33][CH2:34][CH2:35][CH3:36])[CH2:28][CH2:27]4)=[CH:22][CH:21]=3)=[CH:16][CH:15]=2)=[O:13])[CH:5]=[CH:6][C:7]=1[C:8](Cl)=[O:9].[Cl:37][C:38]1[CH:39]=[C:40]([OH:47])[CH:41]=[CH:42][C:43]=1[N+:44]([O-:46])=[O:45].Cl>C1C=CC=CC=1.N1C=CC=CC=1>[Cl:1][C:2]1[CH:3]=[C:4]([O:11][C:12]([C:14]2[CH:19]=[CH:18][C:17]([C:20]3[CH:21]=[CH:22][C:23]([C@H:26]4[CH2:31][CH2:30][C@H:29]([CH2:32][CH2:33][CH2:34][CH2:35][CH3:36])[CH2:28][CH2:27]4)=[CH:24][CH:25]=3)=[CH:16][CH:15]=2)=[O:13])[CH:5]=[CH:6][C:7]=1[C:8]([O:47][C:40]1[CH:41]=[CH:42][C:43]([N+:44]([O-:46])=[O:45])=[C:38]([Cl:37])[CH:39]=1)=[O:9]. Procedure details: The crude 4'-(trans-4-pentylcyclohexyl)-4-biphenylcarboxylic acid 3-chloro-4-(chlorocarbonyl)phenyl ester obtained was dissolved in 150 ml of benzene and then added dropwise to a solution of 1.2 g of 3-chloro-4-nitrophenol in 110 ml of dry pyridine. The mixture was stirred at 65° C. overnight, then poured into a mixture of 500 ml of ice-water and 100 ml of concentrated hydrochloric acid and extracted with diethyl ether. The extract was washed three times with 100 ml of 3N hydrochloric acid each ... Reactants: C(C)O (ethanol), CC(C)OC(N[C@@H]1C[C@@H](N(C2=CC=C(C=C12)B1OC(C(O1)(C)C)(C)C)C(C)=O)C)=O (1-methylethyl[(2S,4R)-1-acetyl-2-methyl-6-(4,4,5,5-tetramethyl-1,3,2-dioxaborolan-2-yl)-1,2,3,4-tetrahydro-4-quinolinyl]carbamate), C([O-])([O-])=O.[K+].[K+] (potassium carbonate), Intermediate 52, ClC1=NC=CC=C1 (2-chloropyridine). The reagents and catalysts are C=1C=CC(=CC1)[P](C=2C=CC=CC2)(C=3C=CC=CC3)[Pd]([P](C=4C=CC=CC4)(C=5C=CC=CC5)C=6C=CC=CC6)([P](C=7C=CC=CC7)(C=8C=CC=CC8)C=9C=CC=CC9)[P](C=1C=CC=CC1)(C=1C=CC=CC1)C=1C=CC=CC1 (tetrakis(triphenylphosphine)palladium(0)). Solvent: C1(=CC=CC=C1)C (toluene). Conditions: temperature 100 celsius. The product is C(C)(=O)N1[C@H](C[C@H](C2=CC(=CC=C12)C1=NC=CC=C1)NC(OC(C)C)=O)C (1-methylethyl [(2S,4R)-1-acetyl-2-methyl-6-(2-pyridinyl)-1,2,3,4-tetrahydro-4-quinolinyl]carbamate). Yield: 34.0%. Reaction SMILES: [CH3:1][CH:2]([O:4][C:5](=[O:30])[NH:6][C@H:7]1[C:16]2[C:11](=[CH:12][CH:13]=[C:14](B3OC(C)(C)C(C)(C)O3)[CH:15]=2)[N:10](C(=O)C)[C@@H:9]([CH3:29])[CH2:8]1)[CH3:3].Cl[C:32]1[CH:37]=[CH:36][CH:35]=[CH:34][N:33]=1.C(=O)([O-])[O-].[K+].[K+].[CH2:44]([OH:46])[CH3:45]>C1(C)C=CC=CC=1.C1C=CC([P]([Pd]([P](C2C=CC=CC=2)(C2C=CC=CC=2)C2C=CC=CC=2)([P](C2C=CC=CC=2)(C2C=CC=CC=2)C2C=CC=CC=2)[P](C2C=CC=CC=2)(C2C=CC=CC=2)C2C=CC=CC=2)(C2C=CC=CC=2)C2C=CC=CC=2)=CC=1>[C:44]([N:10]1[C:11]2[C:16](=[CH:15][C:14]([C:32]3[CH:37]=[CH:36][CH:35]=[CH:34][N:33]=3)=[CH:13][CH:12]=2)[C@H:7]([NH:6][C:5](=[O:30])[O:4][CH:2]([CH3:1])[CH3:3])[CH2:8][C@@H:9]1[CH3:29])(=[O:46])[CH3:45] |f:2.3.4,^1:57,59,78,97|. Procedure details: A mixture of 1-methylethyl[(2S,4R)-1-acetyl-2-methyl-6-(4,4,5,5-tetramethyl-1,3,2-dioxaborolan-2-yl)-1,2,3,4-tetrahydro-4-quinolinyl]carbamate (for a preparation see Intermediate 52) (108 mg, 0.259 mmol), 2-chloropyridine (35.3 mg, 0.311 mmol), potassium carbonate (108 mg, 0.778 mmol) and tetrakis(triphenylphosphine)palladium(0) (14.99 mg, 0.013 mmol) in ethanol (2.5 mL) and toluene (2.5 mL) was degassed for 15 min under house vacuum and quenched several times with nitrogen, and then was heated ... RXN SMILES: [P:1]([O-:5])([O-:4])([O-:3])=[O:2].[Ca+2:6].[P:7]([O-:11])([O-:10])([O-:9])=[O:8].[Ca+2].[Ca+2].[OH-].[Ca+2].[OH-]>>[OH-:2].[O-:9][P:7]([O-:11])([O-:10])=[O:8].[O-:3][P:1]([O-:5])([O-:4])=[O:2].[O-:3][P:1]([O-:5])([O-:4])=[O:2].[Ca+2:6].[Ca+2:6].[Ca+2:6].[Ca+2:6].[Ca+2:6] |f:0.1.2.3.4,5.6.7,8.9.10.11.12.13.14.15.16|. Procedure details: Basically, according to the present invention, an acidic calcium phosphate solution is reacted with a calcium hydroxide solution, with both solutions near saturation when combined, so as to obtain an amorphous hydroxylapatite precipitate without undesired side reactions. After separation and drying, hydroxylapatite precipitate is sintered at 700°-1100°C. for about 5-30 minutes to obtain the desired ceramic hydroxylapatite material. The reactants are P(=O)([O-])([O-])[O-].[Ca+2].P(=O)([O-])([O-])[O-].[Ca+2].[Ca+2] (calcium phosphate), [OH-].[Ca+2].[OH-] (calcium hydroxide). Product: [OH-].[O-]P(=O)([O-])[O-].[O-]P(=O)([O-])[O-].[O-]P(=O)([O-])[O-].[Ca+2].[Ca+2].[Ca+2].[Ca+2].[Ca+2] (hydroxylapatite). Reactants: C(=O)C1=NC=CC=C1F (2-formyl-3-fluoropyridine), [BH4-].[Na+] (sodium borohydride). The solvent is C(C)O (ethanol). The product is OCC1=NC=CC=C1F (2-Hydroxymethyl-3-fluoropyridine). Isolated yield 92.9%. Procedure details: A solution of 2-formyl-3-fluoropyridine (4.0 g, 32 mmol) and sodium borohydride (309 mg, 8 mmol) in absolute ethanol (40 mL) was stirred at 0° C. for 15 minutes and at room temperature for 1 hour. The reaction was quenched with saturated aqueous ammonium chloride (5 mL) and filtered through diatomaceous earth to remove solids. The filtrate was evaporated and the resultant white solid was dissolved in ethyl acetate and water. The aqueous layer was extracted with ethyl acetate (5×30 mL) and the co... RXN SMILES: [CH:1]([C:3]1[C:8]([F:9])=[CH:7][CH:6]=[CH:5][N:4]=1)=[O:2].[BH4-].[Na+]>C(O)C>[OH:2][CH2:1][C:3]1[C:8]([F:9])=[CH:7][CH:6]=[CH:5][N:4]=1 |f:1.2|. Reactants: C(C)(C)(C)OC(COC1=CC(=CC=C1)C(CN1CC(CC1)O[Si](C)(C)C(C)(C)C)N(C)C(CC1=COC2=C1C=CC=C2)=O)=O ((3-{1-[(Benzofuran-3-yl-acetyl)-methyl-amino]-2-[3-(tert-butyl-dimethyl-silanyloxy)-pyrrolidin-1-yl]-ethyl}-phenoxy)-acetic acid tert-butyl ester), CCCC[N+](CCCC)(CCCC)CCCC.[F-] (TBAF), solution. Solvent: O (water), [Cl-].[Na+].O (brine), C1CCOC1 (THF), C1CCOC1 (THF). Reaction conditions: time 2 hour. Product: C(C)(C)(C)OC(COC1=CC(=CC=C1)C(CN1CC(CC1)O)N(C)C(CC1=COC2=C1C=CC=C2)=O)=O ({3-[1[-(Benzofuran-3-yl-acetyl)-methyl-amino]-2-(3-hydroxy-pyrrolidin-1-yl)-ethyl]-phenoxy}-acetic acid tert-butyl ester). RXN SMILES: [C:1]([O:5][C:6](=[O:44])[CH2:7][O:8][C:9]1[CH:14]=[CH:13][CH:12]=[C:11]([CH:15]([N:30]([C:32](=[O:43])[CH2:33][C:34]2[C:38]3[CH:39]=[CH:40][CH:41]=[CH:42][C:37]=3[O:36][CH:35]=2)[CH3:31])[CH2:16][N:17]2[CH2:21][CH2:20][CH:19]([O:22][Si](C(C)(C)C)(C)C)[CH2:18]2)[CH:10]=1)([CH3:4])([CH3:3])[CH3:2].CCCC[N+](CCCC)(CCCC)CCCC.[F-]>C1COCC1.O.[Cl-].[Na+].O>[C:1]([O:5][C:6](=[O:44])[CH2:7][O:8][C:9]1[CH:14]=[CH:13][CH:12]=[C:11]([CH:15]([N:30]([C:32](=[O:43])[CH2:33][C:34]2[C:38]3[CH:39]=[CH:40][CH:41]=[CH:42][C:37]=3[O:36][CH:35]=2)[CH3:31])[CH2:16][N:17]2[CH2:21][CH2:20][CH:19]([OH:22])[CH2:18]2)[CH:10]=1)([CH3:4])([CH3:2])[CH3:3] |f:1.2,5.6.7|. Procedure: To a solution of Example 26 (1.20 g, 1.93 mmol) in THF (15 mL) at room temperature was added TBAF (2 mL of a 1 M solution in THF, 2 mmol). The reaction was stirred for 2 hours, then diluted with water (20 mL) and saturated brine (80 mL), and extracted with dichloromethane (4×120 mL). The combined organic phases were dried (MgSO4) and concentrated in vacuo. Purification by column chromatography in ethyl acetate:methanol (9:1) gave the product as an oil. Yield=0.797 g, 81%. Starting materials: aqueous solution, C(=O)C=O (glyoxal), C(C1=CC=CC=C1)NN=CC(C)=O (2-oxopropanal benzylhydrazone). Run in O (water), CO (methanol). Product: C(C1=CC=CC=C1)N1N=C(C(=C1)O)C(C)=O (1-(1-benzyl-4-hydroxy-1H-pyrazol-3-yl)ethanone). Yield: 33.0%. Reaction SMILES: [CH:1]([CH:3]=O)=[O:2].[CH2:5]([NH:12][N:13]=[CH:14][C:15](=[O:17])[CH3:16])[C:6]1[CH:11]=[CH:10][CH:9]=[CH:8][CH:7]=1>O.CO>[CH2:5]([N:12]1[CH:16]=[C:15]([OH:17])[C:14]([C:1](=[O:2])[CH3:3])=[N:13]1)[C:6]1[CH:11]=[CH:10][CH:9]=[CH:8][CH:7]=1. Procedure: To a 40% aqueous solution of glyoxal (8.28 g, 6.55 mL, 57.1 mmol) was added a slurry of 2-oxopropanal benzylhydrazone (10.1 g, 57.1 mmol) in water (250 mL) and methanol (25 mL). The resulting mixture was heated at reflux for 3 hours before cooling to room temperature. The mixture was extracted with EtOAc (2×100 mL) and the combined organic extracts were washed with water, saturated aqueous NaCl, dried over Na2SO4, filtered and concentrated. The crude material was purified by CombiFlash (120 g co... Product: C(C)C1=C(C(=CC(=C1)C1=NOC(=N1)C=1SC(=C(C1)C)CN(C)C(C)C)C)CCC(=O)NCC(=O)O ({3-[2-Ethyl-4-(5-{5-[(isopropyl-methyl-amino)-methyl]-4-methyl-thiophen-2-yl}-[1,2,4]oxadiazol-3-yl)-6-methyl-phenyl]-propionylamino}-acetic acid). Isolated yield 89.1%. The solvent is C(C)O (ethanol), [OH-].[Na+] (NaOH). Reported procedure: A solution of {3-[2-ethyl-4-(5-{5-[(isopropyl-methyl-amino)-methyl]-4-methyl-thiophen-2-yl}-[1,2,4]oxadiazol-3-yl)-6-methyl-phenyl]-propionylamino}-acetic acid ethyl ester (5 mg, 9 μmol) in ethanol (500 μL) and 1 N aq. NaOH (100 μL) is stirred at rt for 1 h before it is concentrated, diluted with formic acid (1 mL) and separated by prep. HPLC (column: Atlantis T3 C18, 30×75 mm, 10 μm, eluting with a gradient of acetonitrile in water containing 0.5% of formic acid) to give the title compound (4 m... RXN SMILES: C([O:3][C:4](=[O:37])[CH2:5][NH:6][C:7](=[O:36])[CH2:8][CH2:9][C:10]1[C:15]([CH3:16])=[CH:14][C:13]([C:17]2[N:21]=[C:20]([C:22]3[S:23][C:24]([CH2:28][N:29]([CH:31]([CH3:33])[CH3:32])[CH3:30])=[C:25]([CH3:27])[CH:26]=3)[O:19][N:18]=2)=[CH:12][C:11]=1[CH2:34][CH3:35])C>C(O)C.[OH-].[Na+]>[CH2:34]([C:11]1[CH:12]=[C:13]([C:17]2[N:21]=[C:20]([C:22]3[S:23][C:24]([CH2:28][N:29]([CH:31]([CH3:33])[CH3:32])[CH3:30])=[C:25]([CH3:27])[CH:26]=3)[O:19][N:18]=2)[CH:14]=[C:15]([CH3:16])[C:10]=1[CH2:9][CH2:8][C:7]([NH:6][CH2:5][C:4]([OH:37])=[O:3])=[O:36])[CH3:35] |f:2.3|. The reactants are C(C)OC(CNC(CCC1=C(C=C(C=C1C)C1=NOC(=N1)C=1SC(=C(C1)C)CN(C)C(C)C)CC)=O)=O ({3-[2-ethyl-4-(5-{5-[(isopropyl-methyl-amino)-methyl]-4-methyl-thiophen-2-yl}-[1,2,4]oxadiazol-3-yl)-6-methyl-phenyl]-propionylamino}-acetic acid ethyl ester).